This data is from the Open Reaction Database (ORD), a public repository of structured organic reaction records. The task is: describe an organic reaction: reactants, conditions, products, and yield Starting materials: NC=1N(N=CN1)CCCCCCCCCCC (3-amino-2-undecyl-1,2,4-triazole), C(C)(C)C1=C(C(=CC=C1)C(C)C)N=C=O (2,6-diisopropylphenyl isocyanate). Solvent: C1CCOC1 (THF). Run at temperature 25 celsius. Yields the product CC(C)C1=C(C(=CC=C1)C(C)C)NC(=O)NC=1N(N=CN1)CCCCCCCCCCC (N-[2,6-bis(1-methylethyl)phenyl]-N'-(2-undecyl-2H-1,2,4-triazol-3-yl)urea). Isolated yield 37.7%. As a reaction SMILES: [NH2:1][C:2]1[N:3]([CH2:7][CH2:8][CH2:9][CH2:10][CH2:11][CH2:12][CH2:13][CH2:14][CH2:15][CH2:16][CH3:17])[N:4]=[CH:5][N:6]=1.[CH:18]([C:21]1[CH:26]=[CH:25][CH:24]=[C:23]([CH:27]([CH3:29])[CH3:28])[C:22]=1[N:30]=[C:31]=[O:32])([CH3:20])[CH3:19]>C1COCC1>[CH3:20][CH:18]([C:21]1[CH:26]=[CH:25][CH:24]=[C:23]([CH:27]([CH3:28])[CH3:29])[C:22]=1[NH:30][C:31]([NH:1][C:2]1[N:3]([CH2:7][CH2:8][CH2:9][CH2:10][CH2:11][CH2:12][CH2:13][CH2:14][CH2:15][CH2:16][CH3:17])[N:4]=[CH:5][N:6]=1)=[O:32])[CH3:19]. Procedure: A solution of 3-amino-2-undecyl-1,2,4-triazole (3.0 g, 12.6 mmol) and 2,6-diisopropylphenyl isocyanate (3.9 mL, 19.2 mmol) in THF (100 mL) was heated under reflux (40 hours). The resulting solution was cooled (25° C.) and concentrated in vacuo. The resulting oil was triturated with hexane and the resulting solid was collected by filtration and recrystallized from hot hexane to yield 2.1 g (37.8%) of the title compound as a white solid; mp 146.5°-147.5° C.